Dataset: the Open Reaction Database (ORD), a public repository of structured organic reaction records. Task: describe an organic reaction: reactants, conditions, products, and yield Starting materials: COc1cccc(C(=O)NN)c1, CO, CCOC(C)=O, Cc1c(NC(C(=O)NNC(=O)c2ccccc2)C(C)O)ccc(C#N)c1Cl, Cc1c(NC(C(=O)O)C(C)O)ccc(C#N)c1Cl. Product: COc1cccc(C(=O)NNC(=O)C(Nc2ccc(C#N)c(Cl)c2C)C(C)O)c1. Reaction SMILES: [CH3:46][O:47][c:48]1[cH:49][c:50]([C:54]([NH:55][NH2:56])=[O:57])[cH:51][cH:52][cH:53]1.[CH3:58][OH:59].[CH3:60][CH2:61][O:62][C:63]([CH3:64])=[O:65].[Cl:1][c:2]1[c:3]([CH3:27])[c:4]([NH:10][CH:11]([C:12](=[O:13])[NH:14][NH:15][C:16]([c:17]2[cH:18][cH:19][cH:20][cH:21][cH:22]2)=[O:23])[CH:24]([CH3:25])[OH:26])[cH:5][cH:6][c:7]1[C:8]#[N:9].[Cl:28][c:29]1[c:30]([CH3:31])[c:32]([NH:33][CH:34]([CH:35]([OH:36])[CH3:37])[C:39]([OH:38])=[O:40])[cH:41][cH:42][c:43]1[C:44]#[N:45]>>[Cl:1][c:2]1[c:3]([CH3:27])[c:4]([NH:10][CH:11]([C:12](=[O:13])[NH:14][NH:15][C:16]([c:17]2[cH:18][cH:19][cH:20][c:21]([O:40][CH3:39])[cH:22]2)=[O:23])[CH:24]([CH3:25])[OH:26])[cH:5][cH:6][c:7]1[C:8]#[N:9]. The reactants are C(C)(C)(C)NS(=O)(=O)C=1SC(=CC1)C1=CC(=CC=C1)C1=NC(=CC(=N1)C(F)(F)F)C1=CC=C(C=C1)C(F)(F)F (N-tert-butyl-5-{3-[4-trifluoromethyl-6-(4-trifluoromethyl-phenyl)-pyrimidin-2-yl]-phenyl}-thiophene-2-sulfonic acid amide), C(=O)(C(F)(F)F)O (TFA). The solvent is ClCCl (dichloromethane). Run at time 15 hour. Product: FC(C1=NC(=NC(=C1)C1=CC=C(C=C1)C(F)(F)F)C=1C=C(C=CC1)C1=CC=C(S1)S(=O)(=O)N)(F)F (5-{3-[4-Trifluoromethyl-6-(4-trifluoromethyl-phenyl)-pyrimidin-2-yl]-phenyl}-thiophene-2-sulfonic acid amide). Yield: 50.3%. RXN SMILES: C([NH:5][S:6]([C:9]1[S:10][C:11]([C:14]2[CH:19]=[CH:18][CH:17]=[C:16]([C:20]3[N:25]=[C:24]([C:26]([F:29])([F:28])[F:27])[CH:23]=[C:22]([C:30]4[CH:35]=[CH:34][C:33]([C:36]([F:39])([F:38])[F:37])=[CH:32][CH:31]=4)[N:21]=3)[CH:15]=2)=[CH:12][CH:13]=1)(=[O:8])=[O:7])(C)(C)C.C(O)(C(F)(F)F)=O>ClCCl>[F:29][C:26]([F:27])([F:28])[C:24]1[CH:23]=[C:22]([C:30]2[CH:31]=[CH:32][C:33]([C:36]([F:39])([F:38])[F:37])=[CH:34][CH:35]=2)[N:21]=[C:20]([C:16]2[CH:15]=[C:14]([C:11]3[S:10][C:9]([S:6]([NH2:5])(=[O:8])=[O:7])=[CH:13][CH:12]=3)[CH:19]=[CH:18][CH:17]=2)[N:25]=1. Reported procedure: To a cooled and stirred solution of N-tert-butyl-5-{3-[4-trifluoromethyl-6-(4-trifluoromethyl-phenyl)-pyrimidin-2-yl]-phenyl}-thiophene-2-sulfonic acid amide (0.44 g) in dichloromethane (7 mL) was added TFA (7 mL) and the reaction mixture was allowed to stir at room temperature for 15 h. The mixture was evaporated to dryness and purified by flash chromatography (heptane/ethyl acetate) and crystallization (dichloromethane/MeOH/hexane) to yield the title compound as an off-white solid (0.2 g, 38%)...